Dataset: the Open Reaction Database (ORD), a public repository of structured organic reaction records. Task: describe an organic reaction: reactants, conditions, products, and yield Reactants: BrB(Br)Br, COc1cccc(C2CNC(=O)N2c2ccc3[nH]cnc3c2)c1. Yields the product O=C1NCC(c2cccc(O)c2)N1c1ccc2[nH]cnc2c1. As a reaction SMILES: [B:24]([Br:25])([Br:26])[Br:27].[nH:1]1[cH:2][n:3][c:4]2[c:5]1[cH:6][cH:7][c:8]([N:10]1[C:11](=[O:23])[NH:12][CH2:13][CH:14]1[c:15]1[cH:16][c:17]([O:21][CH3:22])[cH:18][cH:19][cH:20]1)[cH:9]2>>[nH:1]1[cH:2][n:3][c:4]2[c:5]1[cH:6][cH:7][c:8]([N:10]1[C:11](=[O:23])[NH:12][CH2:13][CH:14]1[c:15]1[cH:16][c:17]([OH:21])[cH:18][cH:19][cH:20]1)[cH:9]2. Reactants: NC1=C(C=C(C(=N1)N1C=C(C(C2=CC(=C(C(=C12)Cl)F)F)=O)C(=O)O)F)F (1-(6-Amino-3,5-difluoropyridin-2-yl)-8-chloro-6,7-difluoro-4-oxo-1,4-dihydroquinoline-3-carboxylic acid), aqueous solution, CN (methylamine). Solvent: N1=CC=CC=C1 (pyridine). Conditions: time 2 hour. The product is NC1=C(C=C(C(=N1)N1C=C(C(C2=CC(=C(C(=C12)Cl)NC)F)=O)C(=O)O)F)F (1-(6-Amino-3,5-difluoropyridin-2-yl)-8-chloro-6-fluoro-7-methylamino-4-oxo-1,4-dihydroquinoline-3-carboxylic Acid). Reaction SMILES: [NH2:1][C:2]1[N:7]=[C:6]([N:8]2[C:17]3[C:12](=[CH:13][C:14]([F:20])=[C:15](F)[C:16]=3[Cl:18])[C:11](=[O:21])[C:10]([C:22]([OH:24])=[O:23])=[CH:9]2)[C:5]([F:25])=[CH:4][C:3]=1[F:26].[CH3:27][NH2:28]>N1C=CC=CC=1>[NH2:1][C:2]1[N:7]=[C:6]([N:8]2[C:17]3[C:12](=[CH:13][C:14]([F:20])=[C:15]([NH:28][CH3:27])[C:16]=3[Cl:18])[C:11](=[O:21])[C:10]([C:22]([OH:24])=[O:23])=[CH:9]2)[C:5]([F:25])=[CH:4][C:3]=1[F:26]. Reported procedure: 1-(6-Amino-3,5-difluoropyridin-2-yl)-8-chloro-6,7-difluoro-4-oxo-1,4-dihydroquinoline-3-carboxylic acid (200 mg) and a 40% aqueous solution (220 mg) of methylamine were added to pyridine (820 mg), and the mixture was stirred at room temperature for 2 hours. The solvent was distilled off under reduced pressure, and ethanol (2 ml) was added to the residue. Deposits were collected by filtration and washed successively with ethanol and diisopropyl ether to obtain the title compound (182 mg) as a col... The reactants are Ice water, [N+](=O)([O-])C1=C(C=CC=C1)S(=O)(=O)NCCC=1C=NC=CC1 (2-Nitro-N-(2-pyridin-3-ylethyl)benzenesulfonamide), C([O-])([O-])=O.[K+].[K+] (potassium carbonate), BrCCCCCOC=1C=C2C=CC(N(C2=CC1)C)=O (6-(5-bromopentyloxy)-1-methyl-1H-quinolin-2-one). The solvent is CN(C)C=O (DMF). Conditions: time 2 hour. The product is CN1C(C=CC2=CC(=CC=C12)OCCCCCN(S(=O)(=O)C1=C(C=CC=C1)[N+](=O)[O-])CCC=1C=NC=CC1)=O (N-[5-(1-methyl-2-oxo-1,2-dihydroquinolin-6-yloxy)pentyl]-2-nitro-N-(2-pyridin-3-ylethyl)benzenesulfonamide). Yield: 96.9%. Reaction SMILES: [N+:1]([C:4]1[CH:9]=[CH:8][CH:7]=[CH:6][C:5]=1[S:10]([NH:13][CH2:14][CH2:15][C:16]1[CH:17]=[N:18][CH:19]=[CH:20][CH:21]=1)(=[O:12])=[O:11])([O-:3])=[O:2].C(=O)([O-])[O-].[K+].[K+].Br[CH2:29][CH2:30][CH2:31][CH2:32][CH2:33][O:34][C:35]1[CH:36]=[C:37]2[C:42](=[CH:43][CH:44]=1)[N:41]([CH3:45])[C:40](=[O:46])[CH:39]=[CH:38]2>CN(C=O)C>[CH3:45][N:41]1[C:42]2[C:37](=[CH:36][C:35]([O:34][CH2:33][CH2:32][CH2:31][CH2:30][CH2:29][N:13]([CH2:14][CH2:15][C:16]3[CH:17]=[N:18][CH:19]=[CH:20][CH:21]=3)[S:10]([C:5]3[CH:6]=[CH:7][CH:8]=[CH:9][C:4]=3[N+:1]([O-:3])=[O:2])(=[O:11])=[O:12])=[CH:44][CH:43]=2)[CH:38]=[CH:39][C:40]1=[O:46] |f:1.2.3|. Procedure: 2-Nitro-N-(2-pyridin-3-ylethyl)benzenesulfonamide(308 mg), and potassium carbonate(276 mg) were added to a DMF solution(5 ml) of 6-(5-bromopentyloxy)-1-methyl-1H-quinolin-2-one(348 mg). The mixture was stirred at room temperature for 2 hours. Ice water was poured to the reaction mixture, followed by extraction using ethyl acetate. The organic layer was washed with water, dried with anhydrous sodium sulfate, and condensed under reduced pressure. The residue was purified by silica gel column chrom... Starting materials: O=C([O-])[O-], Cl, NCc1ccc(C(=O)O)cc1, [Na+], [Na+], C1COCCO1, O=C(OCC1c2ccccc2-c2ccccc21)C1CC(=O)N(O)C1=O. Product: O=C(NCc1ccc(C(=O)O)cc1)OCC1c2ccccc2-c2ccccc21. RXN SMILES: [C:12](=[O:13])([O-:14])[O-:15].[ClH:43].[NH2:1][CH2:2][c:3]1[cH:4][cH:5][c:6]([C:7](=[O:8])[OH:9])[cH:10][cH:11]1.[Na+:16].[Na+:17].[O:44]1[CH2:45][CH2:46][O:47][CH2:48][CH2:49]1.[cH:18]1[cH:19][cH:20][cH:21][c:22]2[c:30]1[CH:29]([CH2:31][O:32][C:33](=[O:34])[CH:35]1[CH2:36][C:37](=[O:38])[N:39]([OH:40])[C:41]1=[O:42])[c:28]1[c:23]-2[cH:24][cH:25][cH:26][cH:27]1>>[NH:1]([CH2:2][c:3]1[cH:4][cH:5][c:6]([C:7](=[O:8])[OH:9])[cH:10][cH:11]1)[C:33]([O:32][CH2:31][CH:29]1[c:28]2[c:23]([cH:24][cH:25][cH:26][cH:27]2)-[c:22]2[cH:21][cH:20][cH:19][cH:18][c:30]21)=[O:34].